From a dataset of the Open Reaction Database (ORD), a public repository of structured organic reaction records. describe an organic reaction: reactants, conditions, products, and yield The reactants are ClC1=C(C=C2C=CNC2=C1)B1OCC(CO1)(C)C (6-chloro-5-(5,5-dimethyl-1,3,2-dioxaborinan-2-yl)-1H-indole), N,N-dimethylformiminium chloride, C([O-])([O-])=O.[K+].[K+] (potassium carbonate), BrC1=CC=C(C=C1)C1OCC(NC1)=O (6-(4-bromophenyl)morpholin-3-one). The reagents and catalysts are C1=CC=C(C=C1)P([C-]2C=CC=C2)C3=CC=CC=C3.C1=CC=C(C=C1)P([C-]2C=CC=C2)C3=CC=CC=C3.Cl[Pd]Cl.[Fe+2] ([1,1′-bis(diphenylphosphino)ferrocene]dichloropalladium(II)). The solvent is CN(C)C=O.O1CCOCC1 (DMF dioxane). Conditions: time 20 minute. Product: ClC1=C(C=C2C(=CNC2=C1)C=O)C1=CC=C(C=C1)C1CNC(CO1)=O (6-chloro-5-[4-(5-oxomorpholin-2-yl)phenyl]-1H-indole-3-carbaldehyde). The yield is 75.0%. As a reaction SMILES: [Cl:1][C:2]1[CH:10]=[C:9]2[C:5]([CH:6]=[CH:7][NH:8]2)=[CH:4][C:3]=1B1OCC(C)(C)CO1.[C:19](=O)([O-])[O-:20].[K+].[K+].Br[C:26]1[CH:31]=[CH:30][C:29]([CH:32]2[CH2:37][NH:36][C:35](=[O:38])[CH2:34][O:33]2)=[CH:28][CH:27]=1>CN(C=O)C.O1CCOCC1.C1C=CC(P(C2C=CC=CC=2)[C-]2C=CC=C2)=CC=1.C1C=CC(P(C2C=CC=CC=2)[C-]2C=CC=C2)=CC=1.Cl[Pd]Cl.[Fe+2]>[Cl:1][C:2]1[CH:10]=[C:9]2[C:5]([C:6]([CH:19]=[O:20])=[CH:7][NH:8]2)=[CH:4][C:3]=1[C:26]1[CH:31]=[CH:30][C:29]([CH:32]2[O:33][CH2:34][C:35](=[O:38])[NH:36][CH2:37]2)=[CH:28][CH:27]=1 |f:1.2.3,5.6,7.8.9.10|. Procedure: The mixture of 6-chloro-5-(5,5-dimethyl-1,3,2-dioxaborinan-2-yl)-1H-indole (150 mg, 0.57 mmol) and N,N-dimethylformiminium chloride (217 mg, 1.70 mmol) in DMF/dioxane (6 mL, 1:5) was stirred at room temperature for 20 minutes. Then 2.0M potassium carbonate (3 mL), 6-(4-bromophenyl)morpholin-3-one (146 mg, 0.57 mmol) and [1,1′-bis(diphenylphosphino)ferrocene]dichloropalladium(II) (41 mg, 0.057 mmol) was added to the mixture. The reaction mixture was purged with nitrogen for 3 minutes, heated to 9... Reactants: N1C=C(C2=CC=CC=C12)CC#N ((1H-indol-3-yl)-acetonitrile), CC(C(=O)Cl)(C)C (trimethylacetyl chloride), [H-].[Na+] (NaH). Run in CN(C)C=O (DMF). Product: CC(C(=O)N1C=C(C2=CC=CC=C12)CC#N)(C)C ([1-(2,2-Dimethyl-propionyl)-1H-indol-3-yl]-acetonitrile). The yield is 38.7%. RXN SMILES: [NH:1]1[C:9]2[C:4](=[CH:5][CH:6]=[CH:7][CH:8]=2)[C:3]([CH2:10][C:11]#[N:12])=[CH:2]1.[CH3:13][C:14]([CH3:19])([CH3:18])[C:15](Cl)=[O:16].[H-].[Na+]>CN(C=O)C>[CH3:13][C:14]([CH3:19])([CH3:18])[C:15]([N:1]1[C:9]2[C:4](=[CH:5][CH:6]=[CH:7][CH:8]=2)[C:3]([CH2:10][C:11]#[N:12])=[CH:2]1)=[O:16] |f:2.3|. Procedure details: Using the procedure of subpart A above, the N-alkylation reaction of 10.2 g (65 mmol) of commercially available (1H-indol-3-yl)-acetonitrile (5) (1H-indol-3-yl)-acetonitrile (Acros Organics, Belgium) with 8.7 ml (71 mmol) of trimethylacetyl chloride and 3.4 g (85 mmol) of NaH (60% dispersion in oil) as a base in 115 ml of DMF yielded 6.6 g (38.7%) of [1-(2,2-dimethyl-propionyl)-1H-indol-3-yl]-acetonitrile (6) as a yellow oil after chromatographic purification. Starting materials: ClC1=CC=C(C=C1)C1(N=C(NC1(C)C1=CC=C(C=C1)Cl)C1=C(C=C(C=C1)C(C(C)=O)(C)C)OCC)C (3-{4-[4,5-bis-(4-chloro-phenyl)-4,5-dimethyl-4,5-dihydro-1H-imidazol-2-yl]-3-ethoxy-phenyl}-3-methyl-butan-2-one), C(=O)(Cl)Cl (phosgene). The solvent is C(C)N(CC)CC (triethylamine). Product: ClC1=CC=C(C=C1)C1(N=C(N(C1(C)C1=CC=C(C=C1)Cl)C(=O)Cl)C1=C(C=C(C=C1)C(C(C)=O)(C)C)OCC)C (rac-(4S*,5R*)-4,5-Bis-(4-chloro-phenyl)-2-[4-(1,1-dimethyl-2-oxo-propyl)-2-ethoxy-phenyl]-4,5-dimethyl-4,5-dihydro-imidazole-1-carbonyl chloride). Reaction SMILES: [Cl:1][C:2]1[CH:7]=[CH:6][C:5]([C:8]2([CH3:36])[C:12]([C:14]3[CH:19]=[CH:18][C:17]([Cl:20])=[CH:16][CH:15]=3)([CH3:13])[NH:11][C:10]([C:21]3[CH:26]=[CH:25][C:24]([C:27]([CH3:32])([CH3:31])[C:28](=[O:30])[CH3:29])=[CH:23][C:22]=3[O:33][CH2:34][CH3:35])=[N:9]2)=[CH:4][CH:3]=1.[C:37](Cl)([Cl:39])=[O:38]>C(N(CC)CC)C>[Cl:1][C:2]1[CH:7]=[CH:6][C:5]([C:8]2([CH3:36])[C:12]([C:14]3[CH:15]=[CH:16][C:17]([Cl:20])=[CH:18][CH:19]=3)([CH3:13])[N:11]([C:37]([Cl:39])=[O:38])[C:10]([C:21]3[CH:26]=[CH:25][C:24]([C:27]([CH3:32])([CH3:31])[C:28](=[O:30])[CH3:29])=[CH:23][C:22]=3[O:33][CH2:34][CH3:35])=[N:9]2)=[CH:4][CH:3]=1. Reported procedure: In a manner analogous to the method described in example 3, 3-{4-[4,5-bis-(4-chloro-phenyl)-4,5-dimethyl-4,5-dihydro-1H-imidazol-2-yl]-3-ethoxy-phenyl}-3-methyl-butan-2-one was reacted with phosgene in the presence of triethylamine to give the title compound. Conditions: time 15 hour. Reactants: O.NN (Hydrazine monohydrate), O=C(CC(=O)C1CCN(CC1)C(=O)OC(C)(C)C)C1=CC=CC=C1 (tert-butyl 4-(3-oxo-3-phenylpropanoyl)piperidine-1-carboxylate), O.NN (hydrazine monohydrate), C(C)O (ethanol), O.NN (Hydrazine monohydrate). Procedure details: A mixture of tert-butyl 4-(3-oxo-3-phenylpropanoyl)piperidine-1-carboxylate (3.1 g), hydrazine monohydrate (0.5 mL), ethanol (30 mL), and THF (30 mL) was stirred at room temperature for about 15 hours, and at 60° C. for 1 hour. Hydrazine monohydrate (0.5 mL) was further added thereto, followed by stirring again at 60° C. for 3 hours. Hydrazine monohydrate (4.0 mL) was added thereto again, followed by stirring at 60° C. for 8 hours. After leaving to be cooled, the solvent was evaporated under red... Run in C1CCOC1 (THF). Yields the product C1(=CC=CC=C1)C1=NNC(=C1)C1CCN(CC1)C(=O)OC(C)(C)C (tert-butyl 4-(3-phenyl-1H-pyrazol-5-yl)piperidine-1-carboxylate). As a reaction SMILES: O=[C:2]([C:19]1[CH:24]=[CH:23][CH:22]=[CH:21][CH:20]=1)[CH2:3][C:4]([CH:6]1[CH2:11][CH2:10][N:9]([C:12]([O:14][C:15]([CH3:18])([CH3:17])[CH3:16])=[O:13])[CH2:8][CH2:7]1)=O.O.[NH2:26][NH2:27].C(O)C>C1COCC1>[C:19]1([C:2]2[CH:3]=[C:4]([CH:6]3[CH2:11][CH2:10][N:9]([C:12]([O:14][C:15]([CH3:18])([CH3:17])[CH3:16])=[O:13])[CH2:8][CH2:7]3)[NH:27][N:26]=2)[CH:24]=[CH:23][CH:22]=[CH:21][CH:20]=1 |f:1.2|. The reactants are O=C1N(CCC1)CCCNS(=O)(=O)C=1N(C2=CC=CC=C2C1)S(=O)(=O)C1=CC=CC=C1 (N-[3-(2-oxopyrrolidinyl)propyl]-1-benzenesulfonylindole-2-sulfonamide), C(C1=CC=CC=C1)(C1=CC=CC=C1)O (benzhydrol). Yields the product C1(=CC=CC=C1)C(N(S(=O)(=O)C=1N(C2=CC=CC=C2C1)S(=O)(=O)C1=CC=CC=C1)CCCN1C(CCC1)=O)C1=CC=CC=C1 (N-Diphenylmethyl-N-[3-(2-oxopyrrolidinyl)propyl]-1-benzenesulfonylindole-2-sulfonamide). Yield: 35.7%. RXN SMILES: [O:1]=[C:2]1[CH2:6][CH2:5][CH2:4][N:3]1[CH2:7][CH2:8][CH2:9][NH:10][S:11]([C:14]1[N:15]([S:23]([C:26]2[CH:31]=[CH:30][CH:29]=[CH:28][CH:27]=2)(=[O:25])=[O:24])[C:16]2[C:21]([CH:22]=1)=[CH:20][CH:19]=[CH:18][CH:17]=2)(=[O:13])=[O:12].[CH:32](O)([C:39]1[CH:44]=[CH:43][CH:42]=[CH:41][CH:40]=1)[C:33]1[CH:38]=[CH:37][CH:36]=[CH:35][CH:34]=1>>[C:33]1([CH:32]([C:39]2[CH:40]=[CH:41][CH:42]=[CH:43][CH:44]=2)[N:10]([CH2:9][CH2:8][CH2:7][N:3]2[CH2:4][CH2:5][CH2:6][C:2]2=[O:1])[S:11]([C:14]2[N:15]([S:23]([C:26]3[CH:31]=[CH:30][CH:29]=[CH:28][CH:27]=3)(=[O:25])=[O:24])[C:16]3[C:21]([CH:22]=2)=[CH:20][CH:19]=[CH:18][CH:17]=3)(=[O:12])=[O:13])[CH:38]=[CH:37][CH:36]=[CH:35][CH:34]=1. Procedure details: Substantially the same procedure as in Reference Example 36 was repeated using N-[3-(2-oxopyrrolidinyl)propyl]-1-benzenesulfonylindole-2-sulfonamide (10.0 g, 21.67 mmol) and benzhydrol (6.00 g, 32.50 mmol) to give 4.85 g (yield: 36%) of the title compound.